From a dataset of the Open Reaction Database (ORD), a public repository of structured organic reaction records. describe an organic reaction: reactants, conditions, products, and yield Reactants: FC(OC=1C=C(C=CC1)C#CCCCO)(F)F (5-(3-trifluoromethoxy-phenyl)-pent-4-yn-1-ol), CN(C(=O)N=NC(=O)N(C)C)C (N,N,N′,N′-tetramethyl azodicarboxamide), C(CCC)P(CCCC)CCCC (tributylphosphine), C(C)OC(CN1C=CC2=CC=C(C=C12)O)=O ((6-hydroxy-indol-1-yl)-acetic acid ethyl ester). The product is C(C)OC(CN1C=CC2=CC=C(C=C12)OCCCC#CC1=CC(=CC=C1)OC(F)(F)F)=O ({6-[5-(3-Trifluoromethoxy-phenyl)-pent-4-ynyloxy]-indol-1-yl}-acetic acid ethyl ester). RXN SMILES: [CH2:1]([O:3][C:4](=[O:16])[CH2:5][N:6]1[C:14]2[C:9](=[CH:10][CH:11]=[C:12]([OH:15])[CH:13]=2)[CH:8]=[CH:7]1)[CH3:2].[F:17][C:18]([F:33])([F:32])[O:19][C:20]1[CH:21]=[C:22]([C:26]#[C:27][CH2:28][CH2:29][CH2:30]O)[CH:23]=[CH:24][CH:25]=1.CN(C)C(N=NC(N(C)C)=O)=O.C(P(CCCC)CCCC)CCC>>[CH2:1]([O:3][C:4](=[O:16])[CH2:5][N:6]1[C:14]2[C:9](=[CH:10][CH:11]=[C:12]([O:15][CH2:30][CH2:29][CH2:28][C:27]#[C:26][C:22]3[CH:23]=[CH:24][CH:25]=[C:20]([O:19][C:18]([F:17])([F:32])[F:33])[CH:21]=3)[CH:13]=2)[CH:8]=[CH:7]1)[CH3:2]. Reported procedure: In analogy to the procedure described for example 1 d], (6-hydroxy-indol-1-yl)-acetic acid ethyl ester (example 1 c]) was reacted with 5-(3-trifluoromethoxy-phenyl)-pent-4-yn-1-ol in the presence of N,N,N′,N′-tetramethyl azodicarboxamide and tributylphosphine to give the title compound as colorless oil. Reaction conditions: time 8 hour. The product is OCC1=CC2=C(N(C(CO2)=O)CC2=CC=C(C=C2)OC)C=C1 (7-hydroxymethyl-4-p-methoxybenzyl-3-oxo-3,4-dihydro-2H-1,4-benzoxazine). The solvent is O1CCCC1 (tetrahydrofuran), O1CCCC1 (tetrahydrofuran). Reactants: C[Si](OCC1=CC2=C(N(C(CO2)=O)CC2=CC=C(C=C2)OC)C=C1)(C(C)(C)C)C (7-(dimethyl-t-butylsilyl)oxymethyl-4-p-methoxybenzyl-3-oxo-3,4-dihydro-2H-1,4-benzoxazine), [F-].C(CCC)[N+](CCCC)(CCCC)CCCC (tetrabutylammonium fluoride). Reported procedure: A solution of 7-(dimethyl-t-butylsilyl)oxymethyl-4-p-methoxybenzyl-3-oxo-3,4-dihydro-2H-1,4-benzoxazine in tetrahydrofuran is treated with a solution of tetrabutylammonium fluoride in tetrahydrofuran and the reaction mixture left standing overnight. The solvent is evaporated, the residue is treated with aqueous hydrochloric acid and extracted with dichloromethane. The organic phase is washed with a solution of sodium bicarbonate, brine and then dried on sodium sulfate. Evaporation of the solvent... As a reaction SMILES: C[Si](C)(C(C)(C)C)[O:3][CH2:4][C:5]1[CH:24]=[CH:23][C:8]2[N:9]([CH2:14][C:15]3[CH:20]=[CH:19][C:18]([O:21][CH3:22])=[CH:17][CH:16]=3)[C:10](=[O:13])[CH2:11][O:12][C:7]=2[CH:6]=1.[F-].C([N+](CCCC)(CCCC)CCCC)CCC>O1CCCC1>[OH:3][CH2:4][C:5]1[CH:24]=[CH:23][C:8]2[N:9]([CH2:14][C:15]3[CH:20]=[CH:19][C:18]([O:21][CH3:22])=[CH:17][CH:16]=3)[C:10](=[O:13])[CH2:11][O:12][C:7]=2[CH:6]=1 |f:1.2|. RXN SMILES: [CH2:1]([c:2]1[cH:3][cH:4][cH:5][cH:6][cH:7]1)[c:8]1[cH:9][n:10][c:11]2[c:12]([C:25]([F:26])([F:27])[F:28])[cH:13][cH:14][cH:15][c:16]2[c:17]1-[c:18]1[cH:19][c:20]([NH2:24])[cH:21][cH:22][cH:23]1.[F:29][c:30]1[c:31]([CH:32]=[O:33])[cH:34][cH:35][cH:36][c:37]1[O:38][CH3:39]>>[CH2:1]([c:2]1[cH:3][cH:4][cH:5][cH:6][cH:7]1)[c:8]1[cH:9][n:10][c:11]2[c:12]([C:25]([F:26])([F:27])[F:28])[cH:13][cH:14][cH:15][c:16]2[c:17]1-[c:18]1[cH:19][c:20]([NH:24][CH2:32][c:31]2[c:30]([F:29])[c:37]([O:38][CH3:39])[cH:36][cH:35][cH:34]2)[cH:21][cH:22][cH:23]1. Yields the product COc1cccc(CNc2cccc(-c3c(Cc4ccccc4)cnc4c(C(F)(F)F)cccc34)c2)c1F. The reactants are Nc1cccc(-c2c(Cc3ccccc3)cnc3c(C(F)(F)F)cccc23)c1, COc1cccc(C=O)c1F.